From a dataset of the Open Reaction Database (ORD), a public repository of structured organic reaction records. describe an organic reaction: reactants, conditions, products, and yield Reactants: ClC1=NC(=CC(=N1)N1[C@H](COCC1)C)C(C)(C)S(=O)(=O)C(C)C (2-chloro-4-[(3S)-3-methylmorpholin-4-yl]-6-(2-propan-2-ylsulfonylpropan-2-yl)pyrimidine), C([O-])([O-])=O.[Na+].[Na+] (sodium carbonate), CN(C)C=O (DMF). The reagents and catalysts are Cl[Pd]([P](C1=CC=CC=C1)(C2=CC=CC=C2)C3=CC=CC=C3)([P](C4=CC=CC=C4)(C5=CC=CC=C5)C6=CC=CC=C6)Cl (Dichlorobis(triphenylphosphine)palladium(II)). Solvent: COCCOC.O.C(C)O (DME water ethanol). Run at temperature 90 celsius, time 4 hour. Yields the product C[C@@H]1N(CCOC1)C1=NC(=NC(=C1)C(C)(C)S(=O)(=O)C(C)C)C1=CC=C(N)C=C1 (4-[4-[(3S)-3-Methylmorpholin-4-yl]-6-(2-propan-2-ylsulfonylpropan-2-yl)pyrimidin-2-yl]aniline). As a reaction SMILES: Cl[C:2]1[N:7]=[C:6]([N:8]2[CH2:13][CH2:12][O:11][CH2:10][C@@H:9]2[CH3:14])[CH:5]=[C:4]([C:15]([S:18]([CH:21]([CH3:23])[CH3:22])(=[O:20])=[O:19])([CH3:17])[CH3:16])[N:3]=1.C(=O)([O-])[O-].[Na+].[Na+].C[N:31]([CH:33]=O)C>COCCOC.O.C(O)C.Cl[Pd](Cl)([P](C1C=CC=CC=1)(C1C=CC=CC=1)C1C=CC=CC=1)[P](C1C=CC=CC=1)(C1C=CC=CC=1)C1C=CC=CC=1>[CH3:14][C@H:9]1[CH2:10][O:11][CH2:12][CH2:13][N:8]1[C:6]1[CH:5]=[C:4]([C:15]([S:18]([CH:21]([CH3:23])[CH3:22])(=[O:20])=[O:19])([CH3:17])[CH3:16])[N:3]=[C:2]([C:4]2[CH:15]=[CH:16][C:33]([NH2:31])=[CH:6][CH:5]=2)[N:7]=1 |f:1.2.3,5.6.7,^1:47,66|. Procedure: Dichlorobis(triphenylphosphine)palladium(II) (116 mg, 0.17 mmol) was added to 2-chloro-4-[(3S)-3-methylmorpholin-4-yl]-6-(2-propan-2-ylsulfonylpropan-2-yl)pyrimidine (1.2 g, 3.32 mmol), and sodium carbonate (5 mL, 10.00 mmol) in 18% DMF in a mixture of DME:water:ethanol (7:3:2) (20 mL). The resulting solution was stirred at 90° C. for 4 hours. Starting materials: S(O)(O)(=O)=O (sulfuric acid), CC1=C(NC(=C1)C)C(=O)OCC (ethyl 3,5-dimethylpyrrole-2-carboxylate), C(C)(=O)OC(C)(C)C (tert-butyl acetate). Run in C(C)(=O)O (acetic acid). The product is CC1=C(NC(=C1C(C)(C)C)C)C(=O)OCC (Ethyl 3,5-dimethyl-4-tert-butylpyrrole-2-carboxylate). RXN SMILES: S(=O)(=O)(O)O.[CH3:6][C:7]1[CH:11]=[C:10]([CH3:12])[NH:9][C:8]=1[C:13]([O:15][CH2:16][CH3:17])=[O:14].C(O[C:22]([CH3:25])([CH3:24])[CH3:23])(=O)C>C(O)(=O)C>[CH3:6][C:7]1[C:11]([C:22]([CH3:25])([CH3:24])[CH3:23])=[C:10]([CH3:12])[NH:9][C:8]=1[C:13]([O:15][CH2:16][CH3:17])=[O:14]. Reported procedure: A solution of acetic acid (5.0 ml), sulfuric acid (1.2 ml), ethyl 3,5-dimethylpyrrole-2-carboxylate 5a (5.0 g, 0.03 mol) and tert-butyl acetate (3.5 g, 0.03 mol) was heated at 75° C. for 2 h and combinedwith sodium carbonate (8 g) in ice water (100 ml) to bring about the precipitation of ethyl 3,5-dimethyl-4-tert-butylpyrrole-2-carboxylate 4g as a colorless solid, mp 108°-110° C. (lit. 107°-109° C.), 3.1 g (47%); 1H NMR (CDCl3): δ 9.80 (s, 1H), 4.28 (q, 2H), 2.43 (s, 3H), 2.39 (s, 3H), 1.35 (s, ... The reactants are C(C)(C)NC(=O)[C@@H]1CC[C@@H](CC1)NC1=CC(=NC=C1[N+](=O)[O-])OC (cis-N-isopropyl-4-(2-methoxy-5-nitropyridin-4-ylamino)cyclohexanecarboxamide). The reagents and catalysts are [Fe] (iron). Run in CC(=O)O (AcOH), CO.C(Cl)Cl (MeOH DCM). Run at temperature 100 celsius. Product: NC=1C(=CC(=NC1)OC)N[C@H]1CC[C@H](CC1)C(=O)NC(C)C (Cis-4-(5-amino-2-methoxypyridin-4-ylamino)-N-isopropylcyclohexanecarboxamide). RXN SMILES: [CH:1]([NH:4][C:5]([C@H:7]1[CH2:12][CH2:11][C@@H:10]([NH:13][C:14]2[C:19]([N+:20]([O-])=O)=[CH:18][N:17]=[C:16]([O:23][CH3:24])[CH:15]=2)[CH2:9][CH2:8]1)=[O:6])([CH3:3])[CH3:2]>CC(O)=O.CO.C(Cl)Cl.[Fe]>[NH2:20][C:19]1[C:14]([NH:13][C@@H:10]2[CH2:9][CH2:8][C@H:7]([C:5]([NH:4][CH:1]([CH3:3])[CH3:2])=[O:6])[CH2:12][CH2:11]2)=[CH:15][C:16]([O:23][CH3:24])=[N:17][CH:18]=1 |f:2.3|. Procedure details: To solution of cis-N-isopropyl-4-(2-methoxy-5-nitropyridin-4-ylamino)cyclohexanecarboxamide (264 mg, 0.785 mmol) in AcOH (1.5 μmL) was added iron powder (219 mg, 3.92 mmol), and the mixture was heated to 100° C. for 5 minutes. The mixture was allowed to cool to RT, was diluted with 10% MeOH/DCM, and was filtered through a pad of Celite® brand filter aid and concentrated. The mixture was purified via flash chromatography using a linear gradient of 0% to 10% of 1% NH4OH in MeOH in DCM. Cis-4-(5-am... The reactants are COC(CC1=CC(=C(C=C1)C)OC1=C(C=C(C=C1)[N+](=O)[O-])CSCC(F)(F)F)=O ({4-methyl-3-[4-nitro-2-(2,2,2-trifluoro-ethylsulfanylmethyl)-phenoxy]-phenyl}-acetic acid methyl ester), COC(CC1=CC(=C(C=C1)C)OC1=C(C=C(C=C1)N)CSCC(F)(F)F)=O ({3-[4-amino-2-(2,2,2-trifluoro-ethylsulfanylmethyl)-phenoxy]-4-methyl-phenyl}-acetic acid methyl ester), C(C(C)(C)C)(=O)Cl (pivaloyl chloride). Yields the product COC(CC1=CC(=C(C=C1)C)OC1=C(C=C(C=C1)NC(C(C)(C)C)=O)CSCC(F)(F)F)=O ({3-[4-(2,2-dimethyl-propionylamino)-2-(2,2,2-trifluoro-ethylsulfanylmethyl)-phenoxy]-4-methyl-phenyl}-acetic acid methyl ester). As a reaction SMILES: [CH3:1][O:2][C:3](=[O:29])[CH2:4][C:5]1[CH:10]=[CH:9][C:8]([CH3:11])=[C:7]([O:12][C:13]2[CH:18]=[CH:17][C:16]([N+:19]([O-])=O)=[CH:15][C:14]=2[CH2:22][S:23][CH2:24][C:25]([F:28])([F:27])[F:26])[CH:6]=1.COC(=O)CC1C=CC(C)=C(OC2C=CC(N)=CC=2CSCC(F)(F)F)C=1.[C:57](Cl)(=[O:62])[C:58]([CH3:61])([CH3:60])[CH3:59]>>[CH3:1][O:2][C:3](=[O:29])[CH2:4][C:5]1[CH:10]=[CH:9][C:8]([CH3:11])=[C:7]([O:12][C:13]2[CH:18]=[CH:17][C:16]([NH:19][C:57](=[O:62])[C:58]([CH3:61])([CH3:60])[CH3:59])=[CH:15][C:14]=2[CH2:22][S:23][CH2:24][C:25]([F:28])([F:27])[F:26])[CH:6]=1. Reported procedure: Following the procedures described for Example 21, {4-methyl-3-[4-nitro-2-(2,2,2-trifluoro-ethylsulfanylmethyl)-phenoxy]-phenyl}-acetic acid methyl ester was reduced to {3-[4-amino-2-(2,2,2-trifluoro-ethylsulfanylmethyl)-phenoxy]-4-methyl-phenyl}-acetic acid methyl ester and then treated with pivaloyl chloride to provide {3-[4-(2,2-dimethyl-propionylamino)-2-(2,2,2-trifluoro-ethylsulfanylmethyl)-phenoxy]-4-methyl-phenyl}-acetic acid methyl ester. Hydrolysis of the ester provided the acid. Starting materials: CC(C(=O)OCC)C(=O)OCC (diethyl methylmalonate), [Na] (sodium), [OH-].[K+] (KOH), N1=CC(=CC2=CC=CC=C12)C1=C(CBr)C=CC=C1 (2-(3-quinolyl)benzyl bromide). The solvent is O (H2O). Reaction conditions: temperature 130 celsius. Product: N1=CC(=CC2=CC=CC=C12)C1=C(CC(C(=O)O)C)C=CC=C1 (2-(2-(3-Quinolyl)benzyl)propionic Acid). As a reaction SMILES: [CH3:1][CH:2]([C:8](OCC)=O)[C:3]([O:5]CC)=[O:4].[Na].[N:14]1[C:23]2[C:18](=[CH:19][CH:20]=[CH:21][CH:22]=2)[CH:17]=[C:16]([C:24]2[CH:31]=[CH:30][CH:29]=[CH:28][C:25]=2CBr)[CH:15]=1.[OH-].[K+]>O>[N:14]1[C:23]2[C:18](=[CH:19][CH:20]=[CH:21][CH:22]=2)[CH:17]=[C:16]([C:24]2[CH:31]=[CH:30][CH:29]=[CH:28][C:25]=2[CH2:8][CH:2]([CH3:1])[C:3]([OH:5])=[O:4])[CH:15]=1 |f:3.4,^1:12|. Reported procedure: 104 g (0.6 mol) of diethyl methylmalonate were added dropwise at room temperature to 13.8 g (0.6 mol) of sodium in 300 cm3 of H2 O-free EtOH. Subsequently, 178 g (0.6 mol) of 2-(3-quinolyl)benzyl bromide were added dropwise and the mixture was heated under reflux for 3 hours. At room temperature, 100 g (1.8 mol) of KOH dissolved in 400 cm3 of H2O were added and the mixture was heated under reflux for a further 4 hours. The EtOH was distilled off and the residue was admixed with H2O until complet...